Dataset: the Open Reaction Database (ORD), a public repository of structured organic reaction records. Task: describe an organic reaction: reactants, conditions, products, and yield Reactants: Br, CCOc1ccccc1C(=O)O, COCCn1c(C)c(C)sc1=N. Yields the product CCOc1ccccc1C(=O)N=c1sc(C)c(C)n1CCOC. Reaction SMILES: [BrH:1].[CH2:14]([CH3:15])[O:16][c:17]1[c:18]([C:19](=[O:20])[OH:21])[cH:22][cH:23][cH:24][cH:25]1.[CH3:2][O:3][CH2:4][CH2:5][n:6]1[c:7](=[NH:13])[s:8][c:9]([CH3:12])[c:10]1[CH3:11]>>[CH3:2][O:3][CH2:4][CH2:5][n:6]1[c:7](=[N:13][C:19]([c:18]2[c:17]([O:16][CH2:14][CH3:15])[cH:25][cH:24][cH:23][cH:22]2)=[O:20])[s:8][c:9]([CH3:12])[c:10]1[CH3:11]. Starting materials: CCOC(=O)Cn1c(CCc2cccc(F)c2F)nc(=O)c2sccc21, [Na+], C1COCCO1, [OH-]. Product: O=C(O)Cn1c(CCc2cccc(F)c2F)nc(=O)c2sccc21. RXN SMILES: [F:1][c:2]1[c:3]([CH2:9][CH2:10][c:11]2[n:12][c:13](=[O:26])[c:14]3[c:15]([n:16]2[CH2:17][C:18](=[O:19])[O:20][CH2:21][CH3:22])[cH:23][cH:24][s:25]3)[cH:4][cH:5][cH:6][c:7]1[F:8].[Na+:28].[O:29]1[CH2:30][CH2:31][O:32][CH2:33][CH2:34]1.[OH-:27]>>[F:1][c:2]1[c:3]([CH2:9][CH2:10][c:11]2[n:12][c:13](=[O:26])[c:14]3[c:15]([n:16]2[CH2:17][C:18](=[O:19])[OH:20])[cH:23][cH:24][s:25]3)[cH:4][cH:5][cH:6][c:7]1[F:8]. Reaction conditions: temperature 200 celsius. RXN SMILES: Br[C:2]1[CH:7]=[CH:6][C:5]([S:8]([NH:11][C:12]2[S:13][CH:14]=[CH:15][N:16]=2)(=[O:10])=[O:9])=[CH:4][CH:3]=1.[Cl:17][C:18]1[CH:19]=[C:20]2[C:25](=[CH:26][CH:27]=1)[N:24]([C@@H:28]1[CH2:32][CH2:31][NH:30][C:29]1=[O:33])[CH2:23][CH2:22][CH2:21]2.CNCCNC.C([O-])([O-])=O.[K+].[K+]>CS(C)=O.CO.[Cu]I.CN1C(=O)CCC1>[Cl:17][C:18]1[CH:19]=[C:20]2[C:25](=[CH:26][CH:27]=1)[N:24]([C@@H:28]1[CH2:32][CH2:31][N:30]([C:2]3[CH:7]=[CH:6][C:5]([S:8]([NH:11][C:12]4[S:13][CH:14]=[CH:15][N:16]=4)(=[O:10])=[O:9])=[CH:4][CH:3]=3)[C:29]1=[O:33])[CH2:23][CH2:22][CH2:21]2 |f:3.4.5,6.7|. Reactants: BrC1=CC=C(C=C1)S(=O)(=O)NC=1SC=CN1 (4-Bromo-N-(thiazol-2-yl)benzenesulfonamide), C(=O)([O-])[O-].[K+].[K+] (K2CO3), ClC=1C=C2CCCN(C2=CC1)[C@H]1C(NCC1)=O ((R)-3-(6-chloro-3,4-dihydroquinolin-1(2H)-yl)pyrrolidin-2-one), CNCCNC (N,N′-dimethylethylenediamine). The reagents and catalysts are [Cu]I (copper(I) iodide). Product: ClC=1C=C2CCCN(C2=CC1)[C@H]1C(N(CC1)C1=CC=C(C=C1)S(=O)(=O)NC=1SC=CN1)=O ((R)-4-(3-(6-chloro-3,4-dihydroquinolin-1(2H)-yl)-2-oxopyrrolidin-1-yl)-N-(thiazol-2-yl)benzenesulfonamide). Solvent: CS(=O)C.CO (DMSO MeOH), CN1CCCC1=O (NMP). Procedure details: Prepared using general procedure 64. 4-Bromo-N-(thiazol-2-yl)benzenesulfonamide (54 mg, 0.17 mmol), (R)-3-(6-chloro-3,4-dihydroquinolin-1(2H)-yl)pyrrolidin-2-one (50 mg, 0.20 mmol), copper(I) iodide (3.8 mg, 10 mol %), N,N′-dimethylethylenediamine (4.2 μL, 20 mol %), and K2CO3 (94 mg, 0.68 mmol) were combined in a microwave vial and set under nitrogen. NMP (0.4 mL) was added, and the reaction mixture was heated to 200° C. for 30 min. using microwave irradiation. After cooling to RT, the reaction... Starting materials: ClC1=NC=2N([C@@H](C(N(C2C=N1)C)=O)CC)C(C)C ((R)-2-Chloro-7-ethyl-8-isopropyl-5-methyl-7,8-dihydropteridin-6(5H)-one), C(#N)C1=CC=C(C=C1)C=1NC=CN1 (2-(4-cyanophenyl)-1H-imidazole). Product: C(C)[C@@H]1C(N(C=2C=NC(=NC2N1C(C)C)N1C(=NC=C1)C1=CC=C(C#N)C=C1)C)=O ((R)-4-(1-(7-ethyl-8-isopropyl-5-methyl-6-oxo-5,6,7,8-tetrahydropteridin-2-yl)-1H-imidazol-2-yl)benzonitrile). RXN SMILES: Cl[C:2]1[N:11]=[CH:10][C:9]2[N:8]([CH3:12])[C:7](=[O:13])[C@@H:6]([CH2:14][CH3:15])[N:5]([CH:16]([CH3:18])[CH3:17])[C:4]=2[N:3]=1.[C:19]([C:21]1[CH:26]=[CH:25][C:24]([C:27]2[NH:28][CH:29]=[CH:30][N:31]=2)=[CH:23][CH:22]=1)#[N:20]>>[CH2:14]([C@H:6]1[N:5]([CH:16]([CH3:18])[CH3:17])[C:4]2[N:3]=[C:2]([N:28]3[CH:29]=[CH:30][N:31]=[C:27]3[C:24]3[CH:23]=[CH:22][C:21]([C:19]#[N:20])=[CH:26][CH:25]=3)[N:11]=[CH:10][C:9]=2[N:8]([CH3:12])[C:7]1=[O:13])[CH3:15]. Procedure details: The title compound was prepared similarly to the methods described in Example 26, with Intermediate C instead of Intermediate B and with 2-(4-cyanophenyl)-1H-imidazole instead of 2-phenyl-1H-imidazole. LCMS: 402.2 m/z (M+H)+; ret. Time: 6.26 min (Analytical Method C). Starting materials: C(C1=CC=CC=C1)(=O)NC=1C=C(C=CC1Cl)NC(C1=CN=C(C=C1)Cl)=O (N-(3-benzamido-4-chlorophenyl)-6-chloronicotinamide), CC1NCCNC1 (2-methylpiperazin). Product: C(C1=CC=CC=C1)(=O)NC=1C=C(C=CC1Cl)NC(C1=CN=C(C=C1)N1CC(NCC1)C)=O (N-(3-benzamido-4-chlorophenyl)-6-(3-methylpiperazin-1-yl)nicotinamide). As a reaction SMILES: [C:1]([NH:9][C:10]1[CH:11]=[C:12]([NH:17][C:18](=[O:26])[C:19]2[CH:24]=[CH:23][C:22](Cl)=[N:21][CH:20]=2)[CH:13]=[CH:14][C:15]=1[Cl:16])(=[O:8])[C:2]1[CH:7]=[CH:6][CH:5]=[CH:4][CH:3]=1.[CH3:27][CH:28]1[CH2:33][NH:32][CH2:31][CH2:30][NH:29]1>>[C:1]([NH:9][C:10]1[CH:11]=[C:12]([NH:17][C:18](=[O:26])[C:19]2[CH:24]=[CH:23][C:22]([N:32]3[CH2:31][CH2:30][NH:29][CH:28]([CH3:27])[CH2:33]3)=[N:21][CH:20]=2)[CH:13]=[CH:14][C:15]=1[Cl:16])(=[O:8])[C:2]1[CH:7]=[CH:6][CH:5]=[CH:4][CH:3]=1. Procedure: N-(3-benzamido-4-chlorophenyl)-6-chloronicotinamide (0.18 mmol) was used in general procedure 3 with 2-methylpiperazin (0.54 mmol). The product was purified by RP-HPLC to give N-(3-benzamido-4-chlorophenyl)-6-(3-methylpiperazin-1-yl)nicotinamide. MS (Q1) 450.1 (M)+